Dataset: the Open Reaction Database (ORD), a public repository of structured organic reaction records. Task: describe an organic reaction: reactants, conditions, products, and yield Starting materials: CN(C)CC=CC(=O)O, Cl, Fc1cccc(Cn2ncc3cc(Nc4ncnc5sc6c(c45)CNC6)ccc32)c1. Yields the product CN(C)CC=CC(=O)N1Cc2sc3ncnc(Nc4ccc5c(cnn5Cc5cccc(F)c5)c4)c3c2C1. Reaction SMILES: [CH3:32][N:33]([CH2:34][CH:35]=[CH:36][C:37](=[O:38])[OH:39])[CH3:40].[ClH:31].[F:1][c:2]1[cH:3][c:4]([CH2:5][n:6]2[n:7][cH:8][c:9]3[cH:10][c:11]([NH:15][c:16]4[c:17]5[c:18]([n:19][cH:20][n:21]4)[s:22][c:23]4[c:24]5[CH2:25][NH:26][CH2:27]4)[cH:12][cH:13][c:14]23)[cH:28][cH:29][cH:30]1>>[F:1][c:2]1[cH:3][c:4]([CH2:5][n:6]2[n:7][cH:8][c:9]3[cH:10][c:11]([NH:15][c:16]4[c:17]5[c:18]([n:19][cH:20][n:21]4)[s:22][c:23]4[c:24]5[CH2:25][N:26]([C:37]([CH:36]=[CH:35][CH2:34][N:33]([CH3:32])[CH3:40])=[O:38])[CH2:27]4)[cH:12][cH:13][c:14]23)[cH:28][cH:29][cH:30]1. The reactants are ClC1=CC(=C(CN2N=CC3=CC(=CC=C23)\C=C/2\C(N(C(S2)=O)CC(=O)O)=O)C=C1)C(F)(F)F ([(5Z)-5-({1-[4-Chloro-2-(trifluoromethyl)benzyl]-1H-indazol-5-yl}methylidene)-2,4-dioxo-1,3-thiazolidin-3-yl]acetic acid), CS(=O)(=O)N (methanesulfonic acid amide). Product: ClC1=CC(=C(CN2N=CC3=CC(=CC=C23)\C=C/2\C(N(C(S2)=O)CC(=O)NS(=O)(=O)C)=O)C=C1)C(F)(F)F (2-[(5Z)-5-({1-[4-Chloro-2-(trifluoromethyl)benzyl]-1H-indazol-5-yl}methylidene)-2,4-dioxo-1,3-thiazolidin-3-yl]-N-(methylsulfonyl)-acetamide). RXN SMILES: [Cl:1][C:2]1[CH:29]=[CH:28][C:5]([CH2:6][N:7]2[C:15]3[C:10](=[CH:11][C:12](/[CH:16]=[C:17]4/[C:18](=[O:27])[N:19]([CH2:23][C:24](O)=[O:25])[C:20](=[O:22])[S:21]/4)=[CH:13][CH:14]=3)[CH:9]=[N:8]2)=[C:4]([C:30]([F:33])([F:32])[F:31])[CH:3]=1.[CH3:34][S:35]([NH2:38])(=[O:37])=[O:36]>>[Cl:1][C:2]1[CH:29]=[CH:28][C:5]([CH2:6][N:7]2[C:15]3[C:10](=[CH:11][C:12](/[CH:16]=[C:17]4/[C:18](=[O:27])[N:19]([CH2:23][C:24]([NH:38][S:35]([CH3:34])(=[O:37])=[O:36])=[O:25])[C:20](=[O:22])[S:21]/4)=[CH:13][CH:14]=3)[CH:9]=[N:8]2)=[C:4]([C:30]([F:33])([F:31])[F:32])[CH:3]=1. Procedure: 2-[(5Z)-5-({1-[4-Chloro-2-(trifluoromethyl)benzyl]-1H-indazol-5-yl}methylidene)-2,4-dioxo-1,3-thiazolidin-3-yl]-N-(methylsulfonyl)-acetamide was prepared from [(5Z)-5-({1-[4-chloro-2-(trifluoromethyl)-benzyl]-1H-indazol-5-yl}methylidene)-2,4-dioxo-1,3-thiazolidin-3-yl]acetic acid (Example 4) following General Procedure L using methanesulfonic acid amide in place of the sulfamide. Yields the product CC(=O)c1cccc(-c2nc(Cl)cc(Nc3ccc(OC(F)(F)F)cc3)n2)c1. As a reaction SMILES: [BH:26]([OH:27])[OH:28].[C:29]([CH3:30])(=[O:31])[c:32]1[cH:33][cH:34][cH:35][cH:36][cH:37]1.[C:38](=[O:39])([O-:40])[O-:41].[Cl:1][c:2]1[cH:3][c:4]([NH:14][c:15]2[cH:16][cH:17][c:18]([O:21][C:22]([F:23])([F:24])[F:25])[cH:19][cH:20]2)[n:5][c:6]([N:8]2[CH2:9][CH2:10][O:11][CH2:12][CH2:13]2)[n:7]1.[Na+:42].[Na+:43].[O:44]=[CH:45][N:46]([CH3:47])[CH3:48].[OH2:49]>>[Cl:1][c:2]1[cH:3][c:4]([NH:14][c:15]2[cH:16][cH:17][c:18]([O:21][C:22]([F:23])([F:24])[F:25])[cH:19][cH:20]2)[n:5][c:6](-[c:36]2[cH:35][cH:34][cH:33][c:32]([C:29]([CH3:30])=[O:31])[cH:37]2)[n:7]1. The reactants are OBO, CC(=O)c1ccccc1, O=C([O-])[O-], FC(F)(F)Oc1ccc(Nc2cc(Cl)nc(N3CCOCC3)n2)cc1, [Na+], [Na+], CN(C)C=O, O. Reactants: NC1=C(C=C(C=C1)CC#N)C1=CCCCC1 ((4-amino-3-cyclohex-1-enyl-phenyl)-acetonitrile), N(=[N+]=[N-])[Sn](C)(C)C (azidotrimethylstannane). The solvent is C1(=CC=CC=C1)C (toluene). The product is C1(=CCCCC1)C1=C(C=CC(=C1)CC1=NN=NN1)N (2-Cyclohex-1-enyl-4-(1H-tetrazol-5-ylmethyl)-phenylamine). As a reaction SMILES: [NH2:1][C:2]1[CH:7]=[CH:6][C:5]([CH2:8][C:9]#[N:10])=[CH:4][C:3]=1[C:11]1[CH2:16][CH2:15][CH2:14][CH2:13][CH:12]=1.[N:17]([Sn](C)(C)C)=[N+:18]=[N-:19]>C1(C)C=CC=CC=1>[C:11]1([C:3]2[CH:4]=[C:5]([CH2:8][C:9]3[NH:19][N:18]=[N:17][N:10]=3)[CH:6]=[CH:7][C:2]=2[NH2:1])[CH2:16][CH2:15][CH2:14][CH2:13][CH:12]=1. Procedure details: The title compound was prepared from (4-amino-3-cyclohex-1-enyl-phenyl)-acetonitrile (as prepared in the previous step, 103 mg, 0.485 mmol) and azidotrimethylstannane (105 mg, 0.510 mmol) in toluene (4 mL) according to the procedure in Example 52, step (c) and then further purified by preparative TLC (10% MeOH—CHCl3) to afford 40 mg (39%) as a white solid. Mass spectrum (ESI, m/z): Calcd. for C14H17N5, 256.1 (M+H), found 256.1. The reactants are COC1=C(C=CC=C1)N1CCN(CC1)C(=O)C=1OC2=C(C=CC=C2C(C1)=O)N1CCN(CC1)C (2-{1-[4-(2-Methoxy-phenyl)-piperazin-1-yl]-methanoyl}-8-(4-methyl-piperazin-1-yl)-chromen-4-one), CN(C)C(=[N+](C)C)ON1C2=C(C=CC=C2)N=N1.[B-](F)(F)(F)F (TBTU), ON1N=NC2=C1C=CC=C2 (1-hydroxybenztriazole), N1(CCOCC1)C1=CC=C(N)C=C1 (4-morpholin-4-yl-aniline), 479.5. Reagents/catalysts: CN(C1=CC=NC=C1)C (4-dimethylaminopyridine). Run in C(C)N(CC)CC (Triethylamine), CN(C=O)C (dimethylformamide). Reaction conditions: time 17 hour. Yields the product N1(CCOCC1)C1=CC=C(C=C1)NC(=O)C=1OC2=C(C=C(C=C2C(C1)=O)OC)N1CCN(CC1)C (6-Methoxy-8-(4-methyl-piperazin-1-yl)-4-oxo-4H-chromene-2-carboxylic acid (4-morpholin-4-yl-phenyl)-amide). As a reaction SMILES: COC1C=CC=CC=1N1CC[N:12]([C:15]([C:17]2[O:18][C:19]3[C:24]([C:25](=[O:27])[CH:26]=2)=[CH:23][CH:22]=[CH:21][C:20]=3[N:28]2[CH2:33][CH2:32][N:31]([CH3:34])[CH2:30][CH2:29]2)=[O:16])CC1.CN([C:38]([O:42]N1N=NC2C=CC=CC1=2)=[N+](C)C)C.[B-](F)(F)(F)F.ON1C2C=CC=CC=2N=N1.[N:67]1([C:73]2[CH:79]=[CH:78][C:76](N)=[CH:75][CH:74]=2)[CH2:72][CH2:71][O:70][CH2:69][CH2:68]1>CN(C)C1C=CN=CC=1.CN(C)C=O.C(N(CC)CC)C>[N:67]1([C:73]2[CH:79]=[CH:78][C:76]([NH:12][C:15]([C:17]3[O:18][C:19]4[C:24]([C:25](=[O:27])[CH:26]=3)=[CH:23][C:22]([O:42][CH3:38])=[CH:21][C:20]=4[N:28]3[CH2:29][CH2:30][N:31]([CH3:34])[CH2:32][CH2:33]3)=[O:16])=[CH:75][CH:74]=2)[CH2:72][CH2:71][O:70][CH2:69][CH2:68]1 |f:1.2|. Procedure details: 6-Methoxy-8-(4-Methyl-piperazin-1-yl)-4-oxo-4H-chromene-2-carboxylic acid hydrochloride (Reference Example 2) (3.0 g, 8.5 mmol), TBTU (5.5 g, 17 mmol), 1-hydroxybenztriazole (2.6 g, 17 mmol), 4-dimethylaminopyridine (0.05 g, catalytic) and commercially available 4-morpholin-4-yl-aniline (1.66 g, 9.3 mmol) were dissolved in dimethylformamide (100 mL). Triethylamine (3.5 mL, 25 mmol was added and this mixture stirred at room temperature for 17 hours. The reaction mixture was concentrated under vac... The product is COC(CC(CCN1CCC[C@@H](C2=CC=3COCC3C=C21)N(C=2N=NN(N2)C)CC2=CC(=CC(=C2)C(F)(F)F)C(F)(F)F)(C)C)=O ((S)-5-{9-[(3,5-Bis-trifluoromethyl-benzyl)-(2-methyl-2H-tetrazol-5-yl)-amino]-1,3,6,7,8,9-hexahydro-2-oxa-5-aza-cyclohepta[f]inden-5-yl}-3,3-dimethyl-pentanoic acid methyl ester). The solvent is ClC(C)Cl (dichloroethane), ClCCl (dichloromethane). RXN SMILES: [F:1][C:2]([F:36])([F:35])[C:3]1[CH:4]=[C:5]([CH:28]=[C:29]([C:31]([F:34])([F:33])[F:32])[CH:30]=1)[CH2:6][N:7]([C@@H:14]1[C:20]2=[CH:21][C:22]3[CH2:23][O:24][CH2:25][C:26]=3[CH:27]=[C:19]2[NH:18][CH2:17][CH2:16][CH2:15]1)[C:8]1[N:9]=[N:10][N:11]([CH3:13])[N:12]=1.[CH3:37][O:38][C:39](=[O:47])[CH2:40][C:41]([CH3:46])([CH3:45])[CH2:42][CH:43]=O.C(O)(=O)C.C(O[BH-](OC(=O)C)OC(=O)C)(=O)C.[Na+]>ClC(Cl)C.ClCCl>[CH3:37][O:38][C:39](=[O:47])[CH2:40][C:41]([CH3:46])([CH3:45])[CH2:42][CH2:43][N:18]1[C:19]2[C:20](=[CH:21][C:22]3[CH2:23][O:24][CH2:25][C:26]=3[CH:27]=2)[C@@H:14]([N:7]([CH2:6][C:5]2[CH:28]=[C:29]([C:31]([F:32])([F:33])[F:34])[CH:30]=[C:3]([C:2]([F:1])([F:35])[F:36])[CH:4]=2)[C:8]2[N:9]=[N:10][N:11]([CH3:13])[N:12]=2)[CH2:15][CH2:16][CH2:17]1 |f:3.4|. Starting materials: FC(C=1C=C(CN(C=2N=NN(N2)C)[C@H]2CCCNC=3C2=CC=2COCC2C3)C=C(C1)C(F)(F)F)(F)F ((S)-(3,5-bis-trifluoromethyl-benzyl)-(3,5,6,7,8,9-hexahydro-1H-2-oxa-5-aza-cyclohepta[f]inden-9-yl)-(2-methyl-2H-tetrazol-5-yl)-amine), COC(CC(CC=O)(C)C)=O (3,3-dimethyl-5-oxo-pentanoic acid methyl ester), C(C)(=O)O (acetic acid), C(C)(=O)O[BH-](OC(C)=O)OC(C)=O.[Na+] (sodium triacetoxyborohydride). Conditions: time 12 hour. Procedure: To a solution of (S)-(3,5-bis-trifluoromethyl-benzyl)-(3,5,6,7,8,9-hexahydro-1H-2-oxa-5-aza-cyclohepta[f]inden-9-yl)-(2-methyl-2H-tetrazol-5-yl)-amine (0.195 mmol) in dichloroethane (5 mL), add 3,3-dimethyl-5-oxo-pentanoic acid methyl ester (0.585 mmol) along with a catalytic amount of acetic acid. To this stirred solution add sodium triacetoxyborohydride (0.975 mmol). After stirring for 12 h, quench the reaction with aqueous sodium carbonate (5 mL) and dilute with dichloromethane (5 mL). Dry th...